The task is: describe an organic reaction: reactants, conditions, products, and yield. This data is from the Open Reaction Database (ORD), a public repository of structured organic reaction records. The reactants are O=Cc1csc(NC(c2ccccc2)(c2ccccc2)c2ccccc2)n1, C1CCNCC1, CCO, O=C(O)CN1C(=O)CSC1=O. Product: O=C([O-])CN1C(=O)SC(=Cc2csc(NC(c3ccccc3)(c3ccccc3)c3ccccc3)n2)C1=O, C1CC[NH2+]CC1. As a reaction SMILES: [C:1]([c:2]1[cH:3][cH:4][cH:5][cH:6][cH:7]1)([c:8]1[cH:9][cH:10][cH:11][cH:12][cH:13]1)([c:14]1[cH:15][cH:16][cH:17][cH:18][cH:19]1)[NH:20][c:21]1[s:22][cH:23][c:24]([CH:26]=[O:27])[n:25]1.[CH2:39]1[CH2:40][CH2:41][NH:42][CH2:43][CH2:44]1.[CH3:45][CH2:46][OH:47].[O:28]=[C:29]1[S:30][CH2:31][C:32](=[O:38])[N:33]1[CH2:34][C:35](=[O:36])[OH:37]>>[C:1]([c:2]1[cH:3][cH:4][cH:5][cH:6][cH:7]1)([c:8]1[cH:9][cH:10][cH:11][cH:12][cH:13]1)([c:14]1[cH:15][cH:16][cH:17][cH:18][cH:19]1)[NH:20][c:21]1[s:22][cH:23][c:24]([CH:26]=[C:31]2[S:30][C:29](=[O:28])[N:33]([CH2:34][C:35](=[O:36])[O-:37])[C:32]2=[O:38])[n:25]1.[CH2:39]1[CH2:40][CH2:41][NH2+:42][CH2:43][CH2:44]1. Reactants: 78g, S(=O)(Cl)Cl (thionyl chloride), [N+](=O)([O-])C=1C=C(CO)C(=CC1)SC1=CC=CC=C1 (3-nitro-6-(phenylthio)-benzyl alcohol). The solvent is C(Cl)(Cl)Cl (chloroform), C(Cl)(Cl)Cl (chloroform), N1=CC=CC=C1 (pyridine), O (water). Conditions: temperature 30 celsius, time 30 minute. The product is [N+](=O)([O-])C=1C=C(CCl)C(=CC1)SC1=CC=CC=C1 (3-nitro-6-(phenylthio)-benzyl chloride). RXN SMILES: [N+:1]([C:4]1[CH:5]=[C:6]([C:9]([S:12][C:13]2[CH:18]=[CH:17][CH:16]=[CH:15][CH:14]=2)=[CH:10][CH:11]=1)[CH2:7]O)([O-:3])=[O:2].S(Cl)([Cl:21])=O>N1C=CC=CC=1.C(Cl)(Cl)Cl.O>[N+:1]([C:4]1[CH:5]=[C:6]([C:9]([S:12][C:13]2[CH:18]=[CH:17][CH:16]=[CH:15][CH:14]=2)=[CH:10][CH:11]=1)[CH2:7][Cl:21])([O-:3])=[O:2]. Reported procedure: 170.5 g of 3-nitro-6-(phenylthio)-benzyl alcohol are suspended in 54.5 ml of pyridine and 170 ml of chloroform and treated dropwise at a temperature below 20° C over a period of 30 minutes with a solution of 78g of thionyl chloride in 55 ml of chloroform. The mixture is stirred for 30 minutes at 30° C and subsequently diluted with water. The organic phase is washed successively with water and aqueous sodium bicarbonate solution, dried over magnesium sulphate and concentrated. There is obtained c... Starting materials: CO, N, O=Cc1ccc(O)cc1. Product: NCc1ccc(O)cc1. Reaction SMILES: [CH3:11][OH:12].[NH3:10].[OH:1][c:2]1[cH:3][cH:4][c:5]([CH:6]=[O:7])[cH:8][cH:9]1>>[OH:1][c:2]1[cH:3][cH:4][c:5]([CH2:6][NH2:10])[cH:8][cH:9]1. Starting materials: C, CO, [H][H], CN1CCCN(c2ccc(C(=O)Nc3c(O)cccc3[N+](=O)[O-])cc2)CC1, [Pd]. Yields the product CN1CCCN(c2ccc(C(=O)Nc3c(N)cccc3O)cc2)CC1. As a reaction SMILES: [C:30].[CH3:32][OH:33].[H:28][H:29].[OH:1][c:2]1[c:3]([NH:4][C:5]([c:6]2[cH:7][cH:8][c:9]([N:12]3[CH2:13][CH2:14][N:15]([CH3:19])[CH2:16][CH2:17][CH2:18]3)[cH:10][cH:11]2)=[O:20])[c:21]([N+:25]([O-:26])=[O:27])[cH:22][cH:23][cH:24]1.[Pd:31]>>[OH:1][c:2]1[c:3]([NH:4][C:5]([c:6]2[cH:7][cH:8][c:9]([N:12]3[CH2:13][CH2:14][N:15]([CH3:19])[CH2:16][CH2:17][CH2:18]3)[cH:10][cH:11]2)=[O:20])[c:21]([NH2:25])[cH:22][cH:23][cH:24]1.